From a dataset of the Open Reaction Database (ORD), a public repository of structured organic reaction records. describe an organic reaction: reactants, conditions, products, and yield Yield: 4.4%. Procedure details: To a suspension of 35% potassium hydride in oil (1.4 g) in dry N,N-dimethylformamide (DMF) was added a solution of 1-[2,6-dichloro-4-(trifluoromethyl)phenyl]-5-amino-4-(ethylsulfinyl)-1H-pyrazole-3-carbonitrile (5.0 g) in dry DMF at 4° C. and stirred for 40 min. 2-Chloroethyl methyl sulfide (1.39 g) was added at 4° C. and the stirred mixture allowed to warm to 20° C. over 40 minutes, then heated to 50° C. for 4 hours and at 20° C. for 3 days. Ammonium chloride solution and ethyl acetate were add... The reactants are [H-].[K+] (potassium hydride), [Cl-].[NH4+] (Ammonium chloride), ClC1=C(C(=CC(=C1)C(F)(F)F)Cl)N1N=C(C(=C1N)S(=O)CC)C#N (1-[2,6-dichloro-4-(trifluoromethyl)phenyl]-5-amino-4-(ethylsulfinyl)-1H-pyrazole-3-carbonitrile), CSCCCl (2-Chloroethyl methyl sulfide). Reaction conditions: temperature 20 celsius, time 40 minute. RXN SMILES: [H-].[K+].[Cl:3][C:4]1[CH:9]=[C:8]([C:10]([F:13])([F:12])[F:11])[CH:7]=[C:6]([Cl:14])[C:5]=1[N:15]1[C:19]([NH2:20])=[C:18]([S:21]([CH2:23][CH3:24])=[O:22])[C:17]([C:25]#[N:26])=[N:16]1.[CH3:27][S:28][CH2:29][CH2:30]Cl.[Cl-].[NH4+]>CN(C)C=O.C(OCC)(=O)C>[Cl:3][C:4]1[CH:9]=[C:8]([C:10]([F:13])([F:11])[F:12])[CH:7]=[C:6]([Cl:14])[C:5]=1[N:15]1[C:19]([NH:20][CH2:30][CH2:29][S:28][CH3:27])=[C:18]([S:21]([CH2:23][CH3:24])=[O:22])[C:17]([C:25]#[N:26])=[N:16]1 |f:0.1,4.5|. Run in oil, CN(C=O)C (N,N-dimethylformamide), C(C)(=O)OCC (ethyl acetate), CN(C=O)C (DMF). Yields the product ClC1=C(C(=CC(=C1)C(F)(F)F)Cl)N1N=C(C(=C1NCCSC)S(=O)CC)C#N (1-[2,6-dichloro-4-(trifluoromethyl)phenyl]-5-[[-2-(methylthio)ethyl]amino]-4-(ethylsulfinyl)-1H-pyrazole-3-carbonitrile).